From a dataset of the Open Reaction Database (ORD), a public repository of structured organic reaction records. describe an organic reaction: reactants, conditions, products, and yield Starting materials: C1(CCCCC1)N=C=NC1CCCCC1 (dicyclohexyl carbodiimide), C(C)O (ethanol), N,N-dimethylaminopyridine, C(C1=CC=CC=C1)(=O)N1[C@@H](CSC12CCC(CC2)OC2=CC=C(C=C2)C(C)C)C(=O)O ((3R)-4-benzoyl-8-(4-isopropylphenoxy)-1-thia-4-azaspiro[4.5]decane-3-carboxylic acid). Run in C(Cl)Cl (methylene chloride). Reaction conditions: time 24 hour. Yields the product C(C1=CC=CC=C1)(=O)N1[C@@H](CSC12CCC(CC2)OC2=CC=C(C=C2)C(C)C)C(=O)OCC (ethyl (3R)-4-benzoyl-8-(4-isopropylphenoxy)-1-thia-4-azaspiro[4.5]decane-3-carboxylate). Reaction SMILES: [C:1]([N:9]1[C:13]2([CH2:18][CH2:17][CH:16]([O:19][C:20]3[CH:25]=[CH:24][C:23]([CH:26]([CH3:28])[CH3:27])=[CH:22][CH:21]=3)[CH2:15][CH2:14]2)[S:12][CH2:11][C@H:10]1[C:29]([OH:31])=[O:30])(=[O:8])[C:2]1[CH:7]=[CH:6][CH:5]=[CH:4][CH:3]=1.[CH2:32](O)[CH3:33].C1(N=C=NC2CCCCC2)CCCCC1>C(Cl)Cl>[C:1]([N:9]1[C:13]2([CH2:18][CH2:17][CH:16]([O:19][C:20]3[CH:25]=[CH:24][C:23]([CH:26]([CH3:27])[CH3:28])=[CH:22][CH:21]=3)[CH2:15][CH2:14]2)[S:12][CH2:11][C@H:10]1[C:29]([O:31][CH2:32][CH3:33])=[O:30])(=[O:8])[C:2]1[CH:7]=[CH:6][CH:5]=[CH:4][CH:3]=1. Procedure details: In 56 ml of methylene chloride was dissolved 2.80 g of (3R)-4-benzoyl-8-(4-isopropylphenoxy)-1-thia-4-azaspiro[4.5]decane-3-carboxylic acid, to which were successively added at 0-5° C. 0.56 ml of ethanol, 0.16 g of N,N-dimethylaminopyridine and 1.98 g of dicyclohexyl carbodiimide. After stirring the mixture at ambient temperature for 24 hours, the insoluble matter was filtered off. The filtrate was poured into ice water, pH was adjusted to 2.0 with 2 mol/L hydrochloric acid, and the organic laye...